From a dataset of the Open Reaction Database (ORD), a public repository of structured organic reaction records. describe an organic reaction: reactants, conditions, products, and yield Starting materials: [Br-].[Li+] (lithium bromide), C([O-])([O-])=O.[Li+].[Li+] (lithium carbonate), Pyridinium bromide perbromide, C(C1=CC=CC=C1)N1C2=C(C=CC=C2C=2C(CCCC12)=O)Cl (9-benzyl-8-chloro-1,2,3,9-tetrahydro-4H-carbazol-4-one). Solvent: CN(C)C=O (DMF), C1CCOC1 (THF), CN(C)C=O (DMF). Conditions: temperature 75 celsius, time 5.5 hour. The product is C(C1=CC=CC=C1)N1C2=C(C=CC=C2C=2C(=CC=CC12)O)Cl (9-Benzyl-8-chloro-9H-carbazol-4-ol). Yield: 72.0%. As a reaction SMILES: C1C=C[NH+]=CC=1.Br[Br-]Br.[CH2:10]([N:17]1[C:29]2[CH2:28][CH2:27][CH2:26][C:25](=[O:30])[C:24]=2[C:23]2[C:18]1=[C:19]([Cl:31])[CH:20]=[CH:21][CH:22]=2)[C:11]1[CH:16]=[CH:15][CH:14]=[CH:13][CH:12]=1.[Br-].[Li+].C(=O)([O-])[O-].[Li+].[Li+]>C1COCC1.CN(C=O)C>[CH2:10]([N:17]1[C:29]2[CH:28]=[CH:27][CH:26]=[C:25]([OH:30])[C:24]=2[C:23]2[C:18]1=[C:19]([Cl:31])[CH:20]=[CH:21][CH:22]=2)[C:11]1[CH:12]=[CH:13][CH:14]=[CH:15][CH:16]=1 |f:0.1,3.4,5.6.7|. Procedure: Pyridinium bromide perbromide (0.1856 g, 0.58 mmol) is added to a solution of 9-benzyl-8-chloro-1,2,3,9-tetrahydro-4H-carbazol-4-one in THF (0.7 mL) and DMF (0.5 mL) and the mixture is heated to 75° C. After stirring for 5.5 h, THF is removed under reduced pressure and the residue is partitioned between dichloromethane and brine. The combined organic layers are washed with dilute sodium sulfate/brine and the aqueous layer is backwashed with dichloromethane. The combined organic layers are dried ... Starting materials: O=C(O)c1cc(=O)c2c(C(=O)O)ccc(Cl)c2[nH]1, [K+], [OH-]. The product is O=C(O)c1cc(=O)c2c(C(=O)O)cccc2[nH]1. RXN SMILES: [Cl:1][c:2]1[cH:3][cH:4][c:5]([C:16](=[O:17])[OH:18])[c:6]2[c:7](=[O:15])[cH:8][c:9]([C:12](=[O:13])[OH:14])[nH:10][c:11]12.[K+:20].[OH-:19]>>[cH:2]1[cH:3][cH:4][c:5]([C:16](=[O:17])[OH:18])[c:6]2[c:7](=[O:15])[cH:8][c:9]([C:12](=[O:13])[OH:14])[nH:10][c:11]12.